From a dataset of the Open Reaction Database (ORD), a public repository of structured organic reaction records. describe an organic reaction: reactants, conditions, products, and yield The reactants are CC(=O)OC1CSC(Oc2cccc(Br)c2)C(OC(C)=O)C1OC(C)=O, N#Cc1ccc(B(O)O)cn1. The product is CC(=O)OC1CSC(Oc2cccc(-c3ccc(C#N)nc3)c2)C(OC(C)=O)C1OC(C)=O. As a reaction SMILES: [C:1]([CH3:2])(=[O:3])[O:4][CH:5]1[CH:6]([O:7][c:8]2[cH:9][c:10]([Br:14])[cH:11][cH:12][cH:13]2)[S:15][CH2:16][CH:17]([O:23][C:24]([CH3:25])=[O:26])[CH:18]1[O:19][C:20]([CH3:21])=[O:22].[C:27](#[N:28])[c:29]1[cH:30][cH:31][c:32]([B:35]([OH:36])[OH:37])[cH:33][n:34]1>>[C:1]([CH3:2])(=[O:3])[O:4][CH:5]1[CH:6]([O:7][c:8]2[cH:9][c:10](-[c:32]3[cH:31][cH:30][c:29]([C:27]#[N:28])[n:34][cH:33]3)[cH:11][cH:12][cH:13]2)[S:15][CH2:16][CH:17]([O:23][C:24]([CH3:25])=[O:26])[CH:18]1[O:19][C:20]([CH3:21])=[O:22]. Reactants: CCN(CC)CCCC1CCCNC1, CC#N, O=C1Nc2ccccc2N(C(=O)Cl)c2ncccc21. Product: CCN(CC)CCCC1CCCN(C(=O)N2c3ccccc3NC(=O)c3cccnc32)C1. As a reaction SMILES: [CH2:20]([CH3:21])[N:22]([CH2:23][CH2:24][CH2:25][CH:26]1[CH2:27][NH:28][CH2:29][CH2:30][CH2:31]1)[CH2:32][CH3:33].[CH3:34][C:35]#[N:36].[Cl:1][C:2](=[O:3])[N:4]1[c:5]2[c:6]([cH:16][cH:17][cH:18][n:19]2)[C:7](=[O:15])[NH:8][c:9]2[c:10]1[cH:11][cH:12][cH:13][cH:14]2>>[C:2](=[O:3])([N:4]1[c:5]2[c:6]([cH:16][cH:17][cH:18][n:19]2)[C:7](=[O:15])[NH:8][c:9]2[c:10]1[cH:11][cH:12][cH:13][cH:14]2)[N:28]1[CH2:27][CH:26]([CH2:25][CH2:24][CH2:23][N:22]([CH2:20][CH3:21])[CH2:32][CH3:33])[CH2:31][CH2:30][CH2:29]1. Starting materials: CS(C)=O, C#CC1(O)CCN(C)CC1, O=[N+]([O-])c1cc(F)ccc1F, [H-], [Na+], [Na]. Yields the product C#CC1(Oc2ccc(F)cc2[N+](=O)[O-])CCN(C)CC1. Reaction SMILES: [CH3:25][S:26]([CH3:27])=[O:28].[CH3:4][N:5]1[CH2:6][CH2:7][C:8]([OH:11])([C:12]#[CH:13])[CH2:9][CH2:10]1.[F:14][c:15]1[c:16]([N+:22](=[O:23])[O-:24])[cH:17][c:18]([F:21])[cH:19][cH:20]1.[H-:2].[Na+:3].[Na:1]>>[CH3:4][N:5]1[CH2:6][CH2:7][C:8]([O:11][c:15]2[c:16]([N+:22](=[O:23])[O-:24])[cH:17][c:18]([F:21])[cH:19][cH:20]2)([C:12]#[CH:13])[CH2:9][CH2:10]1. Starting materials: COc1ccc(Cl)cc1C(=O)NCCC1CCN(S(=O)(=O)NC(=S)NC(C)C)CC1, Cl, [Na+], [Na+], [Na+], [OH-], OO, O=S([O-])[O-]. The product is COc1ccc(Cl)cc1C(=O)NCCC1CCN(S(=O)(=O)NC(=O)NC(C)C)CC1. RXN SMILES: [Cl:3][c:4]1[cH:5][cH:6][c:7]([O:31][CH3:32])[c:8]([C:9](=[O:10])[NH:11][CH2:12][CH2:13][CH:14]2[CH2:15][CH2:16][N:17]([S:20](=[O:21])(=[O:22])[NH:23][C:24](=[S:25])[NH:26][CH:27]([CH3:28])[CH3:29])[CH2:18][CH2:19]2)[cH:30]1.[ClH:39].[Na+:37].[Na+:38].[Na+:41].[OH-:40].[OH:1][OH:2].[S:33](=[O:34])([O-:35])[O-:36]>>[Cl:3][c:4]1[cH:5][cH:6][c:7]([O:31][CH3:32])[c:8]([C:9](=[O:10])[NH:11][CH2:12][CH2:13][CH:14]2[CH2:15][CH2:16][N:17]([S:20](=[O:21])(=[O:22])[NH:23][C:24]([NH:26][CH:27]([CH3:28])[CH3:29])=[O:34])[CH2:18][CH2:19]2)[cH:30]1. Starting materials: C1CCOC1, C#CCBr, Cc1ccccc1, CN1CCNC1=O, [KH]. Yields the product C#CCN1CCN(C)C1=O. Reaction SMILES: [CH2:13]1[O:14][CH2:15][CH2:16][CH2:17]1.[CH2:9]([C:10]#[CH:11])[Br:12].[CH3:18][c:19]1[cH:20][cH:21][cH:22][cH:23][cH:24]1.[CH3:2][N:3]1[C:4](=[O:8])[NH:5][CH2:6][CH2:7]1.[KH:1]>>[CH3:2][N:3]1[C:4](=[O:8])[N:5]([CH2:11][C:10]#[CH:9])[CH2:6][CH2:7]1. RXN SMILES: [NH2:1][C:2]1[CH:7]=[CH:6][C:5]([OH:8])=[C:4]([CH3:9])[CH:3]=1.[CH2:10]([O:17][C:18](Cl)=[O:19])[C:11]1[CH:16]=[CH:15][CH:14]=[CH:13][CH:12]=1>CCOC(C)=O>[CH2:10]([O:17][C:18](=[O:19])[NH:1][C:2]1[CH:7]=[CH:6][C:5]([OH:8])=[C:4]([CH3:9])[CH:3]=1)[C:11]1[CH:16]=[CH:15][CH:14]=[CH:13][CH:12]=1. Solvent: CCOC(=O)C (AcOEt). Product: C(C1=CC=CC=C1)OC(NC1=CC(=C(C=C1)O)C)=O ((4-Hydroxy-3-methyl-phenyl)-carbamic acid benzyl ester). The reactants are NC1=CC(=C(C=C1)O)C (4-Amino-2-methyl-phenol), C(C1=CC=CC=C1)OC(=O)Cl (benzyloxycarbonyl chloride). Reported procedure: 4-Amino-2-methyl-phenol (717 mg, 5.8 mmol) and benzyloxycarbonyl chloride (1.09 g, 6.4 mmol) are stirred in a suspension of AcOEt/concentrated Na2CO3 solution (50 mL/50 mL) for 7 h. The organic phase is concentrated under reduced pressure and flash chromatographed (silica gel, 3.8×66 cm, AcOEt/hexane=1:3): M+H=257.9; HPLC (System 1): 5.43 min. Starting materials: C1(CC1)NC(C1=CN=C(C=C1C(F)(F)F)I)=O (N-Cyclopropyl-6-iodo-4-(trifluoromethyl)nicotinamide), CC1(OB(OC1(C)C)/C=C/C(=O)OCC)C (ethyl (2E)-3-(4,4,5,5-tetramethyl-1,3,2-dioxaborolan-2-yl)acrylate), C([O-])([O-])=O.[Na+].[Na+] (sodium carbonate). Reagents/catalysts: C1CCC(CC1)P(C2CCCCC2)C3CCCCC3.C1CCC(CC1)P(C2CCCCC2)C3CCCCC3.[Cl-].[Cl-].[Pd+2] (bis(tricyclohexylphosphine)palladium(II) dichloride). The solvent is O1CCOCC1 (1,4-dioxane). Conditions: temperature 120 celsius, time 8 hour. Yields the product C1(CC1)NC(=O)C=1C(=CC(=NC1)/C=C/C(=O)O)C(F)(F)F ((2E)-3-[5-(Cyclopropylcarbamoyl)-4-(trifluoromethyl)pyridin-2-yl]acrylic acid). As a reaction SMILES: [CH:1]1([NH:4][C:5](=[O:17])[C:6]2[C:11]([C:12]([F:15])([F:14])[F:13])=[CH:10][C:9](I)=[N:8][CH:7]=2)[CH2:3][CH2:2]1.CC1(C)C(C)(C)OB(/[CH:26]=[CH:27]/[C:28]([O:30]CC)=[O:29])O1.C(=O)([O-])[O-].[Na+].[Na+]>O1CCOCC1.C1CCC(P(C2CCCCC2)C2CCCCC2)CC1.C1CCC(P(C2CCCCC2)C2CCCCC2)CC1.[Cl-].[Cl-].[Pd+2]>[CH:1]1([NH:4][C:5]([C:6]2[C:11]([C:12]([F:15])([F:14])[F:13])=[CH:10][C:9](/[CH:26]=[CH:27]/[C:28]([OH:30])=[O:29])=[N:8][CH:7]=2)=[O:17])[CH2:3][CH2:2]1 |f:2.3.4,6.7.8.9.10|. Reported procedure: N-Cyclopropyl-6-iodo-4-(trifluoromethyl)nicotinamide (125 mg, 0.34 mmol) and ethyl (2E)-3-(4,4,5,5-tetramethyl-1,3,2-dioxaborolan-2-yl)acrylate (93 mg, 0.41 mmol) were dissolved in 2 ml of 1,4-dioxane and admixed under argon with sodium carbonate (180 mg, 1.72 mmol) and bis(tricyclohexylphosphine)palladium(II) dichloride. The reaction mixture was heated in a microwave (CEM Discover) at 120° C. (80 W) for 10 min. Then the reaction mixture was filtered through kieselguhr, and the filtrate was take... Reactants: COc1ccc(COc2cc(C#N)nc(C)n2)cc1, ClCCl, O=C(O)C(F)(F)F. The product is Cc1nc(O)cc(C#N)n1. As a reaction SMILES: [CH3:1][O:2][c:3]1[cH:4][cH:5][c:6]([CH2:7][O:8][c:9]2[cH:10][c:11]([C:16]#[N:17])[n:12][c:13]([CH3:15])[n:14]2)[cH:18][cH:19]1.[Cl:27][CH2:28][Cl:29].[F:20][C:21]([F:22])([F:23])[C:24]([OH:25])=[O:26]>>[OH:8][c:9]1[cH:10][c:11]([C:16]#[N:17])[n:12][c:13]([CH3:15])[n:14]1.